Dataset: the Open Reaction Database (ORD), a public repository of structured organic reaction records. Task: describe an organic reaction: reactants, conditions, products, and yield Reactants: C(C1=CC=CC=C1)OC(=O)N1C(CN(CC1)C(=O)OC(C)(C)C)C(C)NC1=NC=CC(=N1)N1C=NC2=C1C=CC(=C2)N2C(N(CC2)CC)=O (2-[1-(1-(benzyloxycarbonyl)-4-(tert-butyloxycarbonyl)-piperazine-2-yl)-ethylamino]-4-[5-(3-ethyl-imidazolidin-2-on-1-yl)benzimidazol-1-yl]pyrimidine), C1(=CC=CC2=CC=CC=C12)N=C=O (naphthyl isocyanate). Yields the product C(C1=CC=CC=C1)OC(=O)N1C(CN(CC1)C(NC1=CC=CC2=CC=CC=C12)=O)C(C)NC1=NC=CC(=N1)N1C=NC2=C1C=CC(=C2)N2C(N(CC2)CC)=O (2-[1-(1-(Benzyloxycarbonyl)-4-(N-naphth-1-yl-carbamoyl)-piperazine-2-yl)-ethylamino]-4-[5-(3-ethyl-imidazolidin-2-on-1-yl)benzimidazol-1-yl]pyrimidine). Reaction SMILES: [CH2:1]([O:8][C:9]([N:11]1[CH2:16][CH2:15][N:14]([C:17](OC(C)(C)C)=[O:18])[CH2:13][CH:12]1[CH:24]([NH:26][C:27]1[N:32]=[C:31]([N:33]2[C:37]3[CH:38]=[CH:39][C:40]([N:42]4[CH2:46][CH2:45][N:44]([CH2:47][CH3:48])[C:43]4=[O:49])=[CH:41][C:36]=3[N:35]=[CH:34]2)[CH:30]=[CH:29][N:28]=1)[CH3:25])=[O:10])[C:2]1[CH:7]=[CH:6][CH:5]=[CH:4][CH:3]=1.[C:50]1([N:60]=C=O)[C:59]2[C:54](=[CH:55][CH:56]=[CH:57][CH:58]=2)[CH:53]=[CH:52][CH:51]=1>>[CH2:1]([O:8][C:9]([N:11]1[CH2:16][CH2:15][N:14]([C:17](=[O:18])[NH:60][C:50]2[C:59]3[C:54](=[CH:55][CH:56]=[CH:57][CH:58]=3)[CH:53]=[CH:52][CH:51]=2)[CH2:13][CH:12]1[CH:24]([NH:26][C:27]1[N:32]=[C:31]([N:33]2[C:37]3[CH:38]=[CH:39][C:40]([N:42]4[CH2:46][CH2:45][N:44]([CH2:47][CH3:48])[C:43]4=[O:49])=[CH:41][C:36]=3[N:35]=[CH:34]2)[CH:30]=[CH:29][N:28]=1)[CH3:25])=[O:10])[C:2]1[CH:7]=[CH:6][CH:5]=[CH:4][CH:3]=1. Procedure details: The title compound was prepared from 2-[1-(1-(benzyloxycarbonyl)-4-(tert-butyloxycarbonyl)-piperazine-2-yl)-ethylamino]-4-[5-(3-ethyl-imidazolidin-2-on-1-yl)benzimidazol-1-yl]pyrimidine (35 mg) and naphthyl isocyanate (10 mg) according to the procedure described in EXAMPLE 14, Step F. Mass spectrum (ESI) 739.5 (M+1). Starting materials: C1(=CC=CC=C1)[SiH3] (phenylsilane), O=CC=CC1=CC=C(C(=O)NC2=C(C=CC=C2)NC(OC(C)(C)C)=O)C=C1 (t-Butyl {2-[4-(3-oxo-propenyl)-benzoylamino]-phenyl}-carbamate), C1(CCCC1)OC=1C=C(N)C=CC1OC (3-cyclopentyloxy-4-methoxy-aniline), ArNH2, C(CCC)[Sn](CCCC)(Cl)Cl (dibutyltin dichloride). The solvent is C1CCOC1 (THF). Run at time 10 minute. The product is C1(CCCC1)OC=1C=C(C=CC1OC)NCC=CC1=CC=C(C(=O)NC2=C(C=CC=C2)NC(OC(C)(C)C)=O)C=C1 (t-Butyl (2-{4-[3-(3-cyclopentyloxy-4-methoxy-phenylamino)-propenyl]-benzoylamino}-phenyl)-carbamate). As a reaction SMILES: O=[CH:2][CH:3]=[CH:4][C:5]1[CH:27]=[CH:26][C:8]([C:9]([NH:11][C:12]2[CH:17]=[CH:16][CH:15]=[CH:14][C:13]=2[NH:18][C:19](=[O:25])[O:20][C:21]([CH3:24])([CH3:23])[CH3:22])=[O:10])=[CH:7][CH:6]=1.[CH:28]1([O:33][C:34]2[CH:35]=[C:36]([CH:38]=[CH:39][C:40]=2[O:41][CH3:42])[NH2:37])[CH2:32][CH2:31][CH2:30][CH2:29]1.C([Sn](Cl)(Cl)CCCC)CCC.C1([SiH3])C=CC=CC=1>C1COCC1>[CH:28]1([O:33][C:34]2[CH:35]=[C:36]([NH:37][CH2:2][CH:3]=[CH:4][C:5]3[CH:6]=[CH:7][C:8]([C:9]([NH:11][C:12]4[CH:17]=[CH:16][CH:15]=[CH:14][C:13]=4[NH:18][C:19](=[O:25])[O:20][C:21]([CH3:22])([CH3:24])[CH3:23])=[O:10])=[CH:26][CH:27]=3)[CH:38]=[CH:39][C:40]=2[O:41][CH3:42])[CH2:29][CH2:30][CH2:31][CH2:32]1. Procedure details: To a stirred solution at room temperature of compound XVI (210 mg, 0.57 mmol), 3-cyclopentyloxy-4-methoxy-aniline (125 mg, 0.60 mmol) or ArNH2 (1.05–1.2 equiv.) in anhydrous THF (7 ml) under nitrogen were added dibutyltin dichloride (3.5 mg, 0.01 mmol). After 10 min, phenylsilane (78 μl, 0.63 mmol) was added dropwise. After 3 days, the reaction mixture was concentrated and directly purified by flash chromatography on silica gel (AcOEt/hexane:30/70→50/50) to afford the title compound XVIIa as a y... Starting materials: O=C1CCC(N1)CCC(=O)O (5-Oxo-2-pyrrolidinepropanoic acid), C(C)(=O)OC(C)=O (acetic anhydride), residue. Solvent: C(C)(C)O (isopropyl alcohol). Conditions: temperature 90 celsius, time 6 hour. Yields the product C1CC(N2C(CCC12)=O)=O (dihydro-1H-pyrrolizine-3,5-(2H,6H)-dione). Isolated yield 89.8%. Reaction SMILES: [O:1]=[C:2]1[NH:6][CH:5]([CH2:7][CH2:8][C:9]([OH:11])=O)[CH2:4][CH2:3]1.C(OC(=O)C)(=O)C>C(O)(C)C>[CH2:4]1[CH:5]2[N:6]([C:9](=[O:11])[CH2:8][CH2:7]2)[C:2](=[O:1])[CH2:3]1. Procedure details: 5-Oxo-2-pyrrolidinepropanoic acid (15.7 g, 0.1 mol) was added to 45 ml of acetic anhydride and the mixture was heated slowly to 90° C. and held at that temperature for six hours. The mixture was cooled and the volatile materials stripped off at a temperature of 60° C. under vacuum. The residue (14.2 g) was dissolved in 230 ml of isopropyl alcohol, the solution decolorized, filtered, and concentrated to 30 ml. This solution was cooled 0°-5° C. for two hours, and the solid which separated was coll... Reactants: CC(=O)O (AcOH), C(C)OC1(CC1)O[Si](C)(C)C ([(1-ethoxycyclopropyl)oxy]trimethylsilane), C(#N)[BH3-].[Na+] (sodium cyanoborohydride), C(C1=CC=CC=C1)N1N=C2C=C(C=CC2=C1)C=1C=C(N2N=CN=C(C21)N)C2CCNCC2 (5-(2-benzyl-2H-indazol-6-yl)-7-piperidin-4-ylpyrrolo[2,1-f][1,2,4]triazin-4-amine). The solvent is CO (MeOH). Reaction conditions: temperature 60 celsius, time 17 hour. Product: C(C1=CC=CC=C1)N1N=C2C=C(C=CC2=C1)C=1C=C(N2N=CN=C(C21)N)C2CCN(CC2)C2CC2 (5-(2-benzyl-2H-indazol-6-yl)-7-(1-cyclopropylpiperidin-4-yl)pyrrolo[2,1-f][1,2,4]triazin-4-amine). Yield: 50.7%. Reaction SMILES: [CH2:1]([N:8]1[CH:16]=[C:15]2[C:10]([CH:11]=[C:12]([C:17]3[CH:18]=[C:19]([CH:27]4[CH2:32][CH2:31][NH:30][CH2:29][CH2:28]4)[N:20]4[C:25]=3[C:24]([NH2:26])=[N:23][CH:22]=[N:21]4)[CH:13]=[CH:14]2)=[N:9]1)[C:2]1[CH:7]=[CH:6][CH:5]=[CH:4][CH:3]=1.CC(O)=O.C(O[C:40]1(O[Si](C)(C)C)[CH2:42][CH2:41]1)C.C([BH3-])#N.[Na+]>CO>[CH2:1]([N:8]1[CH:16]=[C:15]2[C:10]([CH:11]=[C:12]([C:17]3[CH:18]=[C:19]([CH:27]4[CH2:32][CH2:31][N:30]([CH:40]5[CH2:42][CH2:41]5)[CH2:29][CH2:28]4)[N:20]4[C:25]=3[C:24]([NH2:26])=[N:23][CH:22]=[N:21]4)[CH:13]=[CH:14]2)=[N:9]1)[C:2]1[CH:3]=[CH:4][CH:5]=[CH:6][CH:7]=1 |f:3.4|. Reported procedure: To a solution of 5-(2-benzyl-2H-indazol-6-yl)-7-piperidin-4-ylpyrrolo[2,1-f][1,2,4]triazin-4-amine (85 mg, 0.20 mmol) in MeOH (2.25 mL) containing 3 Å molecular sieves was added AcOH (114 μL, 2.00 mmol), [(1-ethoxycyclopropyl)oxy]trimethylsilane (241 μL, 1.20 mmol) and sodium cyanoborohydride (57 mg, 0.90 mmol). The reaction was stirred at 60° C. for 17 h. The mixture was quenched with the addition of saturated, aqueous NaHCO3 (10 mL) and was extracted with EtOAc (3×15 mL). The combined organic ... Reactants: FC(CCCCN1N=C(C=C1)N)(C)F (1-(5,5-difluoro-hexyl)-1H-pyrazol-3-ylamine), COC1=CC=C(C=C1)/C=C/C(=O)O ((E)-3-(4-methoxy-phenyl)-acrylic acid), 05b. Yields the product FC(CCCCN1N=C(C=C1)NC(\C=C\C1=CC=C(C=C1)OC)=O)(C)F ((E)-N-[1-(5,5-Difluoro-hexyl)-1H-pyrazol-3-yl]-3-(4-methoxy-phenyl)-acrylamide). Reaction SMILES: [F:1][C:2]([F:14])([CH3:13])[CH2:3][CH2:4][CH2:5][CH2:6][N:7]1[CH:11]=[CH:10][C:9]([NH2:12])=[N:8]1.[CH3:15][O:16][C:17]1[CH:22]=[CH:21][C:20](/[CH:23]=[CH:24]/[C:25](O)=[O:26])=[CH:19][CH:18]=1>>[F:14][C:2]([F:1])([CH3:13])[CH2:3][CH2:4][CH2:5][CH2:6][N:7]1[CH:11]=[CH:10][C:9]([NH:12][C:25](=[O:26])/[CH:24]=[CH:23]/[C:20]2[CH:21]=[CH:22][C:17]([O:16][CH3:15])=[CH:18][CH:19]=2)=[N:8]1. Procedure details: Following general procedure B, starting from 1-(5,5-difluoro-hexyl)-1H-pyrazol-3-ylamine and (E)-3-(4-methoxy-phenyl)-acrylic acid. LC-MS-conditions 05b: tR=1.08 min; [M+H]+=364.29. RXN SMILES: [C:1](=[O:2])([O:3][CH3:4])[NH:5][C:6]([NH:7][c:8]1[cH:9][c:10]([C:11](=[O:12])[c:13]2[cH:14][cH:15][cH:16][cH:17][cH:18]2)[cH:19][cH:20][c:21]1[NH2:22])=[S:23].[C:24]([CH3:25])(=[O:26])[N:27]=[C:28]=[S:29].[CH3:30][C:31](=[O:32])[CH3:33]>>[C:1](=[O:2])([O:3][CH3:4])[NH:5][C:6]([NH:7][c:8]1[cH:9][c:10]([C:11](=[O:12])[c:13]2[cH:14][cH:15][cH:16][cH:17][cH:18]2)[cH:19][cH:20][c:21]1[NH:22][C:28]([NH:27][C:24]([CH3:25])=[O:26])=[S:29])=[S:23]. The reactants are COC(=O)NC(=S)Nc1cc(C(=O)c2ccccc2)ccc1N, CC(=O)N=C=S, CC(C)=O. Yields the product COC(=O)NC(=S)Nc1cc(C(=O)c2ccccc2)ccc1NC(=S)NC(C)=O. Procedure: The procedure is as in Example 1, starting with 2-(2-chloroethyl)naphtho[1,8-cd]isothiazole 1,1-dioxide (2 g), 4-[(5-fluoro-3-indolyl)methyl]-1,2,3,6-tetrahydropyridine hydrochloride (2 g) and sodium bicarbonate (1.3 g) in a mixture of dimethylformamide (70 cc) and tetrahydrofuran (45 cc). The mixture is heated to boiling for 20 hours and then cooled to a temperature in the region of 20° C. After purification by flash chromatography on a silica column under a stream of nitrogen at moderate press... Run at temperature 20 celsius, time 20 hour. Yields the product FC=1C=C2C(=CNC2=CC1)CC=1CCN(CC1)CCN1S(C=2C3=C1C=CC=C3C=CC2)(=O)=O (2-{2-[4-((5-fluoro-3-indolyl)methyl)-1,2,3,6-tetrahydro-1-pyridyl]ethyl}naphtho[1,8-cd]isothiazole 1,1-dioxide). The solvent is CN(C=O)C (dimethylformamide), O1CCCC1 (tetrahydrofuran). The reactants are ClCCN1S(C=2C3=C1C=CC=C3C=CC2)(=O)=O (2-(2-chloroethyl)naphtho[1,8-cd]isothiazole 1,1-dioxide), Cl.FC=1C=C2C(=CNC2=CC1)CC=1CCNCC1 (4-[(5-fluoro-3-indolyl)methyl]-1,2,3,6-tetrahydropyridine hydrochloride), C([O-])(O)=O.[Na+] (sodium bicarbonate). Isolated yield 11.6%. As a reaction SMILES: Cl[CH2:2][CH2:3][N:4]1[C:8]2[CH:9]=[CH:10][CH:11]=[C:12]3[CH:13]=[CH:14][CH:15]=[C:6]([C:7]=23)[S:5]1(=[O:17])=[O:16].Cl.[F:19][C:20]1[CH:21]=[C:22]2[C:26](=[CH:27][CH:28]=1)[NH:25][CH:24]=[C:23]2[CH2:29][C:30]1[CH2:31][CH2:32][NH:33][CH2:34][CH:35]=1.C(=O)(O)[O-].[Na+]>CN(C)C=O.O1CCCC1>[F:19][C:20]1[CH:21]=[C:22]2[C:26](=[CH:27][CH:28]=1)[NH:25][CH:24]=[C:23]2[CH2:29][C:30]1[CH2:31][CH2:32][N:33]([CH2:2][CH2:3][N:4]2[C:8]3[CH:9]=[CH:10][CH:11]=[C:12]4[CH:13]=[CH:14][CH:15]=[C:6]([C:7]=34)[S:5]2(=[O:17])=[O:16])[CH2:34][CH:35]=1 |f:1.2,3.4|. Product: COC(=O)c1ccnc(-c2cc(Br)c(O)c(C#N)c2)c1. Starting materials: O=C1CCC(=O)N1Br, COC(=O)c1ccnc(-c2ccc(O)c(C#N)c2)c1, CC#N. RXN SMILES: [Br:20][N:21]1[C:22](=[O:23])[CH2:24][CH2:25][C:26]1=[O:27].[C:1](#[N:2])[c:3]1[cH:4][c:5](-[c:10]2[cH:11][c:12]([C:13](=[O:14])[O:15][CH3:16])[cH:17][cH:18][n:19]2)[cH:6][cH:7][c:8]1[OH:9].[CH3:28][C:29]#[N:30]>>[C:1](#[N:2])[c:3]1[cH:4][c:5](-[c:10]2[cH:11][c:12]([C:13](=[O:14])[O:15][CH3:16])[cH:17][cH:18][n:19]2)[cH:6][c:7]([Br:20])[c:8]1[OH:9].